Task: describe an organic reaction: reactants, conditions, products, and yield. Dataset: the Open Reaction Database (ORD), a public repository of structured organic reaction records Yields the product CC(C)(C)OC(=O)N1CCCN(CCC(=O)c2ccccc2)CC1. Reaction SMILES: [C:18]([CH3:19])([CH3:20])([CH3:21])[O:22][C:23](=[O:24])[N:25]1[CH2:26][CH2:27][NH:28][CH2:29][CH2:30][CH2:31]1.[CH3:32][CH2:33][O:34][C:35]([CH3:36])=[O:37].[CH3:38][C:39]#[N:40].[Cl:1][CH2:2][CH2:3][C:4](=[O:5])[c:6]1[cH:7][cH:8][cH:9][cH:10][cH:11]1.[K+:12].[K+:13].[O-:14][C:15]([O-:16])=[O:17]>>[CH2:2]([CH2:3][C:4](=[O:5])[c:6]1[cH:7][cH:8][cH:9][cH:10][cH:11]1)[N:28]1[CH2:27][CH2:26][N:25]([C:23]([O:22][C:18]([CH3:19])([CH3:20])[CH3:21])=[O:24])[CH2:31][CH2:30][CH2:29]1. Reactants: CC(C)(C)OC(=O)N1CCCNCC1, CCOC(C)=O, CC#N, O=C(CCCl)c1ccccc1, [K+], [K+], O=C([O-])[O-]. Starting materials: C1(=CC=C(C=C1)N)N (benzene-1,4-diamine), C1(=CC=C(C=C1)N)N (Benzene-1,4-diamine), BrCC1=CC(=C(C(=C1)C(C)(C)C)O)C(C)(C)C (4-Bromomethyl-2,6-di-tert-butyl-phenol), BrCC1=CC(=C(C(=C1)C(C)(C)C)O)C(C)(C)C (4-Bromomethyl-2,6-di-tert-butyl-phenol). Solvent: O1CCCC1 (tetrahydrofuran), O1CCCC1 (tetrahydrofuran). Yields the product NC1=CC=C(C=C1)NCC1=CC(=C(C(=C1)C(C)(C)C)O)C(C)(C)C (4-[(4-Amino-phenylamino)-methyl]-2,6-di-tert-butyl-phenol). Reaction SMILES: Br[CH2:2][C:3]1[CH:8]=[C:7]([C:9]([CH3:12])([CH3:11])[CH3:10])[C:6]([OH:13])=[C:5]([C:14]([CH3:17])([CH3:16])[CH3:15])[CH:4]=1.[C:18]1([NH2:25])[CH:23]=[CH:22][C:21]([NH2:24])=[CH:20][CH:19]=1>O1CCCC1>[NH2:24][C:21]1[CH:22]=[CH:23][C:18]([NH:25][CH2:2][C:3]2[CH:8]=[C:7]([C:9]([CH3:12])([CH3:11])[CH3:10])[C:6]([OH:13])=[C:5]([C:14]([CH3:17])([CH3:16])[CH3:15])[CH:4]=2)=[CH:19][CH:20]=1. Reported procedure: 4-Bromomethyl-2,6-di-tert-butyl-phenol (2.42 g, 0.008 mole) was dissolved in 50 mL of dry tetrahydrofuran. In a separate conical flask benzene-1,4-diamine (p-PDA) (1.728 g, 0.016 mole) was dissolved in 25 mL of tetrahydrofuran and solution was transferred to a cylindrical funnel with pressure equalizing tube. Three-necked round-bottom flask containing solution of 4-Bromomethyl-2,6-di-tert-butyl-phenol was kept in oil-bath at 85° C. Solution in the flask was continuously stirred with the help of ... Reactants: C(C1=CC=CC=C1)N1C(=NC2=C1C=C(C=C2)NC(C)=O)C2=CN(C(C(=C2)C)=O)C (N-[3-Benzyl-2-(1,5-dimethyl-6-oxo-1,6-dihydro-pyridin-3-yl)-3H-benzoimidazol-5-yl]-acetamide), Cl (HCl). Conditions: temperature 100 celsius, time 3 hour. The product is NC=1C=CC2=C(N(C(=N2)C=2C=C(C(N(C2)C)=O)C)CC2=CC=CC=C2)C1 (5-(6-Amino-1-benzyl-1H-benzoimidazol-2-yl)-1,3-dimethyl-1H-pyridin-2-one). RXN SMILES: [CH2:1]([N:8]1[C:12]2[CH:13]=[C:14]([NH:17]C(=O)C)[CH:15]=[CH:16][C:11]=2[N:10]=[C:9]1[C:21]1[CH:26]=[C:25]([CH3:27])[C:24](=[O:28])[N:23]([CH3:29])[CH:22]=1)[C:2]1[CH:7]=[CH:6][CH:5]=[CH:4][CH:3]=1.Cl>>[NH2:17][C:14]1[CH:15]=[CH:16][C:11]2[N:10]=[C:9]([C:21]3[CH:26]=[C:25]([CH3:27])[C:24](=[O:28])[N:23]([CH3:29])[CH:22]=3)[N:8]([CH2:1][C:2]3[CH:7]=[CH:6][CH:5]=[CH:4][CH:3]=3)[C:12]=2[CH:13]=1. Procedure details: N-[3-Benzyl-2-(1,5-dimethyl-6-oxo-1,6-dihydro-pyridin-3-yl)-3H-benzoimidazol-5-yl]-acetamide I-9″ (3.000 g; 7.763 mmol) is suspended in 8 N HCl (74 mmol). The reaction mixture is stirred for 3 h at 100° C. The reaction is cooled to RT and then quenched slowly with sodium bicarbonate (until reaching a basic pH). The reaction is extracted with MeOH/DCM. The combined organic layer is dried over Na2SO4 and concentrated in vacuum. Starting materials: C, COc1ccc(NC(=O)c2cc(C(C)(C)C)c(O)c(C(C)(C)C)c2)c([N+](=O)[O-])c1, CCO, [Pd]. The product is COc1ccc(NC(=O)c2cc(C(C)(C)C)c(O)c(C(C)(C)C)c2)c(N)c1. Reaction SMILES: [C:33].[CH3:1][O:2][c:3]1[cH:4][c:5]([N+:27]([O-:28])=[O:29])[c:6]([NH:9][C:10]([c:11]2[cH:12][c:13]([C:22]([CH3:23])([CH3:24])[CH3:25])[c:14]([OH:21])[c:15]([C:17]([CH3:18])([CH3:19])[CH3:20])[cH:16]2)=[O:26])[cH:7][cH:8]1.[CH3:30][CH2:31][OH:32].[Pd:34]>>[CH3:1][O:2][c:3]1[cH:4][c:5]([NH2:27])[c:6]([NH:9][C:10]([c:11]2[cH:12][c:13]([C:22]([CH3:23])([CH3:24])[CH3:25])[c:14]([OH:21])[c:15]([C:17]([CH3:18])([CH3:19])[CH3:20])[cH:16]2)=[O:26])[cH:7][cH:8]1. The reactants are COc1ccc(C(O)c2ccc(OC)c(OCc3ccccc3)c2)cc1OCc1ccccc1, Cc1ccccc1, c1nc[nH]n1. Yields the product COc1ccc(C(c2ccc(OC)c(OCc3ccccc3)c2)n2cncn2)cc1OCc1ccccc1. RXN SMILES: [CH2:1]([c:2]1[cH:3][cH:4][cH:5][cH:6][cH:7]1)[O:8][c:9]1[cH:10][c:11]([CH:17]([OH:18])[c:19]2[cH:20][c:21]([O:27][CH2:28][c:29]3[cH:30][cH:31][cH:32][cH:33][cH:34]3)[c:22]([O:25][CH3:26])[cH:23][cH:24]2)[cH:12][cH:13][c:14]1[O:15][CH3:16].[CH3:40][c:41]1[cH:42][cH:43][cH:44][cH:45][cH:46]1.[nH:35]1[n:36][cH:37][n:38][cH:39]1>>[CH2:1]([c:2]1[cH:3][cH:4][cH:5][cH:6][cH:7]1)[O:8][c:9]1[cH:10][c:11]([CH:17]([c:19]2[cH:20][c:21]([O:27][CH2:28][c:29]3[cH:30][cH:31][cH:32][cH:33][cH:34]3)[c:22]([O:25][CH3:26])[cH:23][cH:24]2)[n:35]2[n:36][cH:37][n:38][cH:39]2)[cH:12][cH:13][c:14]1[O:15][CH3:16]. The reactants are Clc1nncc2cc(Br)ccc12, CC[S-], CCOC(C)=O, [Na+]. The product is CCSc1nncc2cc(Br)ccc12. RXN SMILES: [Br:1][c:2]1[cH:3][c:4]2[cH:5][n:6][n:7][c:8]([Cl:12])[c:9]2[cH:10][cH:11]1.[CH2:13]([CH3:14])[S-:15].[CH3:17][CH2:18][O:19][C:20](=[O:21])[CH3:22].[Na+:16]>>[Br:1][c:2]1[cH:3][c:4]2[cH:5][n:6][n:7][c:8]([S:15][CH2:13][CH3:14])[c:9]2[cH:10][cH:11]1. Reactants: C(=NC1CCCCC1)=NC1CCCCC1, CN(C)CC(=O)O, CCOC(C)=O, Oc1c(F)c(F)c(F)c(F)c1F. Yields the product CN(C)CC(=O)Oc1c(F)c(F)c(F)c(F)c1F. RXN SMILES: [CH2:20]1[CH2:21][CH2:22][CH:23]([N:24]=[C:25]=[N:26][CH:27]2[CH2:28][CH2:29][CH2:30][CH2:31][CH2:32]2)[CH2:33][CH2:34]1.[CH3:1][N:2]([CH3:3])[CH2:4][C:5]([OH:6])=[O:7].[CH3:35][CH2:36][O:37][C:38]([CH3:39])=[O:40].[F:8][c:9]1[c:10]([F:19])[c:11]([F:18])[c:12]([F:17])[c:13]([F:16])[c:14]1[OH:15]>>[CH3:1][N:2]([CH3:3])[CH2:4][C:5](=[O:6])[O:7][c:14]1[c:9]([F:8])[c:10]([F:19])[c:11]([F:18])[c:12]([F:17])[c:13]1[F:16]. Starting materials: Nc1cccc(-c2c(Cc3ccccc3)cnc3c(C(F)(F)F)cccc23)c1, O=Cc1cccc2cc[nH]c12. Product: FC(F)(F)c1cccc2c(-c3cccc(NCc4cccc5cc[nH]c45)c3)c(Cc3ccccc3)cnc12. Reaction SMILES: [CH2:1]([c:2]1[cH:3][cH:4][cH:5][cH:6][cH:7]1)[c:8]1[cH:9][n:10][c:11]2[c:12]([C:25]([F:26])([F:27])[F:28])[cH:13][cH:14][cH:15][c:16]2[c:17]1-[c:18]1[cH:19][c:20]([NH2:24])[cH:21][cH:22][cH:23]1.[CH:29](=[O:30])[c:31]1[cH:32][cH:33][cH:34][c:35]2[cH:36][cH:37][nH:38][c:39]12>>[CH2:1]([c:2]1[cH:3][cH:4][cH:5][cH:6][cH:7]1)[c:8]1[cH:9][n:10][c:11]2[c:12]([C:25]([F:26])([F:27])[F:28])[cH:13][cH:14][cH:15][c:16]2[c:17]1-[c:18]1[cH:19][c:20]([NH:24][CH2:29][c:31]2[cH:32][cH:33][cH:34][c:35]3[cH:36][cH:37][nH:38][c:39]23)[cH:21][cH:22][cH:23]1. Starting materials: NC=1NC2=C(N1)C=C(C(=C2)Cl)Cl (2-amino-5,6-dichlorobenzimidazole), ClCSC1=C(C=CC=C1)Br (2-bromophenyl chloromethyl sulfide). The product is [Cl-].NC1=[N+](C2=C(N1CSC1=C(C=CC=C1)Br)C=C(C(=C2)Cl)Cl)CSC2=C(C=CC=C2)Br (2-Amino-5,6-dichloro-1,3-bis[(2-bromophenylthio)methyl]-1H-benzimidazol-3-ium chloride). Reaction SMILES: [NH2:1][C:2]1[NH:3][C:4]2[CH:10]=[C:9]([Cl:11])[C:8]([Cl:12])=[CH:7][C:5]=2[N:6]=1.Cl[CH2:14][S:15][C:16]1[CH:21]=[CH:20][CH:19]=[CH:18][C:17]=1[Br:22]>>[Cl-:11].[NH2:1][C:2]1[N:3]([CH2:14][S:15][C:16]2[CH:21]=[CH:20][CH:19]=[CH:18][C:17]=2[Br:22])[C:4]2[CH:10]=[C:9]([Cl:11])[C:8]([Cl:12])=[CH:7][C:5]=2[N+:6]=1[CH2:14][S:15][C:16]1[CH:21]=[CH:20][CH:19]=[CH:18][C:17]=1[Br:22] |f:2.3|. Procedure: Following the procedure of Example 2 and replacing 2-aminobenzimidazole with 2-amino-5,6-dichlorobenzimidazole and replacing 2-bromo-4-chlorophenyl chloromethyl ether with 2-bromophenyl chloromethyl sulfide, the title compound is obtained.